This data is from the Open Reaction Database (ORD), a public repository of structured organic reaction records. The task is: describe an organic reaction: reactants, conditions, products, and yield Reactants: COC(=O)Cc1cn2c(-c3ccc(Cl)cc3Cl)c(C#N)c(C)nc2n1, C1CCOC1, Cl, [Li+], [OH-]. The product is Cc1nc2nc(CC(=O)O)cn2c(-c2ccc(Cl)cc2Cl)c1C#N. As a reaction SMILES: [C:1](#[N:2])[c:3]1[c:4]([CH3:25])[n:5][c:6]2[n:7]([c:8]1-[c:9]1[c:10]([Cl:16])[cH:11][c:12]([Cl:15])[cH:13][cH:14]1)[cH:17][c:18]([CH2:20][C:21](=[O:22])[O:23][CH3:24])[n:19]2.[CH2:29]1[O:30][CH2:31][CH2:32][CH2:33]1.[ClH:28].[Li+:27].[OH-:26]>>[C:1](#[N:2])[c:3]1[c:4]([CH3:25])[n:5][c:6]2[n:7]([c:8]1-[c:9]1[c:10]([Cl:16])[cH:11][c:12]([Cl:15])[cH:13][cH:14]1)[cH:17][c:18]([CH2:20][C:21](=[O:22])[OH:23])[n:19]2.